The task is: describe an organic reaction: reactants, conditions, products, and yield. This data is from the Open Reaction Database (ORD), a public repository of structured organic reaction records. The reactants are C(C)(C)(C)OC(=O)N[C@H](C(=O)O)CCCC (2(S)-(tert-Butoxycarbonylamino)hexanoic acid), Cl.CNOC (N,O-dimethylhydroxylamine hydrochloride), CCN=C=NCCCN(C)C.Cl (EDC hydrochloride), C=1C=CC2=C(C1)N=NN2O (HOBT). Conditions: time 8 hour. Yields the product CON(C([C@H](CCCC)NC(=O)OC(C)(C)C)=O)C (N-Methoxy-N-methyl 2(S)-(tert-butoxycarbonylamino) hexanamide). Reaction SMILES: [C:1]([O:5][C:6]([NH:8][C@@H:9]([CH2:13][CH2:14][CH2:15][CH3:16])[C:10]([OH:12])=O)=[O:7])([CH3:4])([CH3:3])[CH3:2].Cl.[CH3:18][NH:19][O:20][CH3:21].CCN=C=NCCCN(C)C.Cl.C1C=CC2N(O)N=NC=2C=1>>[CH3:21][O:20][N:19]([CH3:18])[C:10](=[O:12])[C@@H:9]([NH:8][C:6]([O:5][C:1]([CH3:2])([CH3:3])[CH3:4])=[O:7])[CH2:13][CH2:14][CH2:15][CH3:16] |f:1.2,3.4|. Procedure: 2(S)-(tert-Butoxycarbonylamino)hexanoic acid (24.6 g, 0.106 mol), N,O-dimethylhydroxylamine hydrochloride (15.5 g, 0.15 mol), EDC hydrochloride (22.3 g, 0.117 mol) and HOBT (14.3 g, 0.106 mol) were stirred in dry, degassed DMF (300 mL) at 20° C. under nitrogen. N-Methylmorpholine was added to obtain pH 7. The reaction was stirred overnight, the DMF distilled under high vacuum, and the residue partitioned between ethyl acetate and 2% potassium hydrogen sulfate. The organic phase was washed with s... The reactants are [N+](=O)([O-])C1=C(C=C(C=C1)OCCCOC1OCCCC1)C=C1C(NC(N1)=O)=O (5-[[2-nitro-5-[3-[(tetrahydro-2H-pyran-2-yl)oxy]propoxy]phenyl]methylene]-2,4-imidazolidinedione), CO (methanol), II (iodine). Reagents/catalysts: [Pd] (palladium on charcoal). Solvent: CN(C=O)C (dimethylformamide). Reaction conditions: time 23 hour. The product is OCCCOC1=CC=2C=C3C(=NC2C=C1)NC(N3)=O (1,3-dihydro-7-(3-hydroxypropoxy)-2H-imidazo[4,5-b]quinolin-2-one). Yield: 33.2%. Reaction SMILES: [N+:1]([C:4]1[CH:9]=[CH:8][C:7]([O:10][CH2:11][CH2:12][CH2:13][O:14]C2CCCCO2)=[CH:6][C:5]=1[CH:21]=[C:22]1[NH:26][C:25](=[O:27])[NH:24][C:23]1=O)([O-])=O.CO.II>CN(C)C=O.[Pd]>[OH:14][CH2:13][CH2:12][CH2:11][O:10][C:7]1[CH:8]=[CH:9][C:4]2[N:1]=[C:23]3[NH:24][C:25](=[O:27])[NH:26][C:22]3=[CH:21][C:5]=2[CH:6]=1. Reported procedure: A solution of 5-[[2-nitro-5-[3-[(tetrahydro-2H-pyran-2-yl)oxy]propoxy]phenyl]methylene]-2,4-imidazolidinedione (19.14 g, 49 mmol) in dimethylformamide (150 mL) was hydrogenated over 10% palladium on charcoal (2 g) at 55 p.s.i. in a low pressure hydrogenation apparatus. After 23 hours, the mixture was filtered through kieselguhr and concentrated in vacuo. The resultant yellow solid was dissolved in refluxing methanol (300 mL) and iodine (11.74 g, 49 mmol) added portionwise. After 15 minutes, the ... The reactants are C1(=CC=CC=C1)N1C=NC2=C(C1=O)SC=C2C2=CC=CC=C2 (3,7-Diphenylthieno[3,2-d]pyrimidin-4(3H)-one), NC1=C(SC=C1C1=C(C=CC=C1)F)C(=O)OC (methyl 3-amino-4-(2-fluorophenyl)thiophene-2-carboxylate), C(OCC)(OCC)OCC (triethyl orthoformate), NC1=CC=C(C=C1)O (4-aminophenol). The solvent is C(C)(=O)O (acetic acid). The product is FC1=C(C=CC=C1)C1=CSC2=C1N=CN(C2=O)C2=CC=C(C=C2)O (7-(2-Fluorophenyl)-3-(4-hydroxyphenyl)thieno[3,2-d]pyrimidin-4(3H)-one). Yield: 49.0%. As a reaction SMILES: [C:1]1([N:7]2[C:12](=O)C3SC=C(C4C=CC=CC=4)C=3N=C2)[CH:6]=[CH:5][CH:4]=[CH:3][CH:2]=1.[NH2:23][C:24]1[C:28]([C:29]2[CH:34]=[CH:33][CH:32]=[CH:31][C:30]=2[F:35])=[CH:27][S:26][C:25]=1[C:36]([O:38]C)=O.C(OCC)(OCC)[O:41]CC.NC1C=CC(O)=CC=1>C(O)(=O)C>[F:35][C:30]1[CH:31]=[CH:32][CH:33]=[CH:34][C:29]=1[C:28]1[C:24]2[N:23]=[CH:12][N:7]([C:1]3[CH:6]=[CH:5][C:4]([OH:41])=[CH:3][CH:2]=3)[C:36](=[O:38])[C:25]=2[S:26][CH:27]=1. Procedure details: In the same manner as the synthesis of Compound 1, methyl 3-amino-4-(2-fluorophenyl)thiophene-2-carboxylate (500 mg, 1.99 mmol), triethyl orthoformate (5 ml), 4-aminophenol (412 mg, 3.78 mmol), and acetic acid (0.5 ml) were used to give 328 mg (0.97 mmol, 49% yield) of the title compound. The reactants are CCN(CC)S(F)(F)F (DAST), OC1C[C@@H](N(CC1)C(=O)OC(C)(C)C)C(N[C@@H](C)C1=CC=C(C=C1)C(=O)OC)=O ((2R)-tert-butyl 4-hydroxy-2-(((S)-1-(4-(methoxycarbonyl)phenyl)ethyl)carbamoyl)piperidine-1-carboxylate), CCN(CC)S(F)(F)F (DAST). Solvent: C(Cl)Cl (DCM). Conditions: temperature -20 celsius, time 1 hour. Yields the product FC1C[C@@H](N(CC1)C(=O)OC(C)(C)C)C(N[C@@H](C)C1=CC=C(C=C1)C(=O)OC)=O ((2R)-tert-butyl 4-fluoro-2-(((S)-1-(4-(methoxycarbonyl)phenyl)ethyl)carbamoyl)piperidine-1-carboxylate). Yield: 34.0%. As a reaction SMILES: O[CH:2]1[CH2:7][CH2:6][N:5]([C:8]([O:10][C:11]([CH3:14])([CH3:13])[CH3:12])=[O:9])[C@@H:4]([C:15](=[O:29])[NH:16][C@H:17]([C:19]2[CH:24]=[CH:23][C:22]([C:25]([O:27][CH3:28])=[O:26])=[CH:21][CH:20]=2)[CH3:18])[CH2:3]1.CCN(S(F)(F)[F:36])CC>C(Cl)Cl>[F:36][CH:2]1[CH2:7][CH2:6][N:5]([C:8]([O:10][C:11]([CH3:14])([CH3:13])[CH3:12])=[O:9])[C@@H:4]([C:15](=[O:29])[NH:16][C@H:17]([C:19]2[CH:24]=[CH:23][C:22]([C:25]([O:27][CH3:28])=[O:26])=[CH:21][CH:20]=2)[CH3:18])[CH2:3]1. Reported procedure: A solution of (2R)-tert-butyl 4-hydroxy-2-(((S)-1-(4-(methoxycarbonyl)phenyl)ethyl)carbamoyl)piperidine-1-carboxylate (D61) (261 mg, 0.64 mmol) in DCM (10 ml) cooled at −20° C. was treated with DAST (0.17 ml, 1.28 mmol) and the reaction mixture stirred 1 h at −20° C. then at RT for 18 hrs. DAST (0.17 ml, 1.28 mmol) was added and the mixture further stirred 24 hrs. The reaction was quenched with NaHCO3 sat. sol. and extracted with DCM (3×10 ml), dried over MgSO4 and evaporated in vacuo. The resid... The reactants are CCOP(=O)(Cc1csc(-c2ccccc2C(=O)OC)n1)OCC, COCOc1nn(-c2ccccc2)cc1C=O, [H-], [Na+], C1CCOC1, O. Product: COCOc1nn(-c2ccccc2)cc1C=Cc1csc(-c2ccccc2C(=O)OC)n1. Reaction SMILES: [CH2:1]([O:2][P:3]([O:4][CH2:5][CH3:6])(=[O:7])[CH2:9][c:10]1[n:11][c:12](-[c:15]2[c:16]([C:17](=[O:18])[O:19][CH3:20])[cH:21][cH:22][cH:23][cH:24]2)[s:13][cH:14]1)[CH3:8].[CH3:27][O:28][CH2:29][O:30][c:31]1[n:32][n:33](-[c:38]2[cH:39][cH:40][cH:41][cH:42][cH:43]2)[cH:34][c:35]1[CH:36]=[O:37].[H-:25].[Na+:26].[O:45]1[CH2:46][CH2:47][CH2:48][CH2:49]1.[OH2:44]>>[CH:9]([c:10]1[n:11][c:12](-[c:15]2[c:16]([C:17](=[O:18])[O:19][CH3:20])[cH:21][cH:22][cH:23][cH:24]2)[s:13][cH:14]1)=[CH:36][c:35]1[c:31]([O:30][CH2:29][O:28][CH3:27])[n:32][n:33](-[c:38]2[cH:39][cH:40][cH:41][cH:42][cH:43]2)[cH:34]1. Reported procedure: To 3-hydroxymethyl-4-propyl-4H-1,2,4-triazole (5.95 g), thionyl chloride (40 ml) was slowly added at 0° C. The mixture was heated to reflux for 1 hour, and concentrated under reduced pressure. To the residue was added ethanol, and the mixutre was further concentrated. To the residue were added ethyl acetate and small amount of ethanol, and the precipitated crystals were collected by filtration. The crystals were washed with ethyl acetate, to give 3-chloromethyl-4-propyl-4H-1,2,4-triazole hydroch... The product is Cl.ClCC1=NN=CN1CCC (3-chloromethyl-4-propyl-4H-1,2,4-triazole hydrochloride). Reaction SMILES: O[CH2:2][C:3]1[N:7]([CH2:8][CH2:9][CH3:10])[CH:6]=[N:5][N:4]=1.S(Cl)([Cl:13])=O>>[ClH:13].[Cl:13][CH2:2][C:3]1[N:7]([CH2:8][CH2:9][CH3:10])[CH:6]=[N:5][N:4]=1 |f:2.3|. Reactants: OCC1=NN=CN1CCC (3-hydroxymethyl-4-propyl-4H-1,2,4-triazole), S(=O)(Cl)Cl (thionyl chloride). The reactants are C(C)(C)(C)OC(=O)C=1NC2=CC=CC(=C2C1)Br (4-Bromo-1H-indole-2-carboxylic acid tert-butyl ester), CO (MeOH), CN(C)C=O (DMF). Reagents/catalysts: CC(=O)[O-].CC(=O)[O-].[Pd+2] (Pd(OAc)2), C1(=CC=CC=C1)P([C-]1C=CC=C1)C1=CC=CC=C1.[C-]1(C=CC=C1)P(C1=CC=CC=C1)C1=CC=CC=C1.[Fe+2] (1,1′-Bis(diphenylphosphino)ferrocene). The solvent is CCN(CC)CC (NEt3). Reaction conditions: temperature 70 celsius. The product is COC(=O)C=1C=2C=C(NC2C=CC1)C(=O)OC(C)(C)C (1H-Indole-2,4-dicarboxylic acid 2-tert-butyl ester 4-methyl ester). Reaction SMILES: [C:1]([O:5][C:6]([C:8]1[NH:9][C:10]2[C:15]([CH:16]=1)=[C:14](Br)[CH:13]=[CH:12][CH:11]=2)=[O:7])([CH3:4])([CH3:3])[CH3:2].[CH3:18][OH:19].CN([CH:23]=[O:24])C>CCN(CC)CC.CC([O-])=O.CC([O-])=O.[Pd+2].C1(P(C2C=CC=CC=2)[C-]2C=CC=C2)C=CC=CC=1.[C-]1(P(C2C=CC=CC=2)C2C=CC=CC=2)C=CC=C1.[Fe+2]>[CH3:18][O:19][C:23]([C:14]1[C:15]2[CH:16]=[C:8]([C:6]([O:5][C:1]([CH3:4])([CH3:3])[CH3:2])=[O:7])[NH:9][C:10]=2[CH:11]=[CH:12][CH:13]=1)=[O:24] |f:4.5.6,7.8.9|. Reported procedure: To a solution of 7.3 g 4-Bromo-1H-indole-2-carboxylic acid tert-butyl ester in 100 ml DMF, 6.8 ml NEt3, 276 mg Pd(OAc)2, 128 mg 1,1′-Bis(diphenylphosphino)ferrocene, 12 ml MeOH were added and purged with argon for 15 min. This solution was then purged with carbon monoxide and heated to 70° C. for 4 h. The reaction mixture was concentrated under reduced pressure, the residue dissolved in 200 ml DCM and washed with 100 ml water. The organic layer was dried over MgSO4 and, after removal of the solv... Yields the product CNC(=O)c1ncccc1Nc1cc(Cl)ncc1C(F)(F)F. Reaction SMILES: [C:24](=[O:25])([O-:26])[O-:27].[Cl:1][c:2]1[n:3][cH:4][c:5]([C:9]([F:10])([F:11])[F:12])[c:6]([I:8])[cH:7]1.[Cs+:28].[Cs+:29].[NH2:13][c:14]1[c:15]([C:20](=[O:21])[NH:22][CH3:23])[n:16][cH:17][cH:18][cH:19]1.[O:30]1[CH2:31][CH2:32][O:33][CH2:34][CH2:35]1.[O:38]=[C:39]([CH:40]=[CH:41][c:42]1[cH:43][cH:44][cH:45][cH:46][cH:47]1)[CH:48]=[CH:49][c:50]1[cH:51][cH:52][cH:53][cH:54][cH:55]1.[O:56]=[C:57]([CH:58]=[CH:59][c:60]1[cH:61][cH:62][cH:63][cH:64][cH:65]1)[CH:66]=[CH:67][c:68]1[cH:69][cH:70][cH:71][cH:72][cH:73]1.[O:74]=[C:75]([CH:76]=[CH:77][c:78]1[cH:79][cH:80][cH:81][cH:82][cH:83]1)[CH:84]=[CH:85][c:86]1[cH:87][cH:88][cH:89][cH:90][cH:91]1.[Pd:36].[Pd:37]>>[Cl:1][c:2]1[n:3][cH:4][c:5]([C:9]([F:10])([F:11])[F:12])[c:6]([NH:13][c:14]2[c:15]([C:20](=[O:21])[NH:22][CH3:23])[n:16][cH:17][cH:18][cH:19]2)[cH:7]1. The reactants are O=C([O-])[O-], FC(F)(F)c1cnc(Cl)cc1I, [Cs+], [Cs+], CNC(=O)c1ncccc1N, C1COCCO1, O=C(C=Cc1ccccc1)C=Cc1ccccc1, O=C(C=Cc1ccccc1)C=Cc1ccccc1, O=C(C=Cc1ccccc1)C=Cc1ccccc1, [Pd], [Pd].